From a dataset of the Open Reaction Database (ORD), a public repository of structured organic reaction records. describe an organic reaction: reactants, conditions, products, and yield The product is O1C(=CC2=C1C=CC=C2)C=2C=C(C=CC2F)C2=CN=C1N2C=CC(=C1F)C(C)(C)O (2-{3-[3-(benzofuran-2-yl)-4-fluorophenyl]-8-fluoroimidazo[1,2-α]pyridin-7-yl}propan-2-ol). Procedure details: 2-[3-(3-Chloro-4-fluorophenyl)-8-fluoroimidazo[1,2-α]pyridin-7-yl]-propan-2-ol and benzofuran-2-boronic acid were coupled in the same way as in Example 30 to give 2-{3-[3-(benzofuran-2-yl)-4-fluorophenyl]-8-fluoroimidazo[1,2-α]pyridin-7-yl}propan-2-ol as an off-white solid (6 mg, 3%): m/z (ES+) 405 [MH+]. The reactants are ClC=1C=C(C=CC1F)C1=CN=C2N1C=CC(=C2F)C(C)(C)O (2-[3-(3-Chloro-4-fluorophenyl)-8-fluoroimidazo[1,2-α]pyridin-7-yl]-propan-2-ol), O1C(=CC2=C1C=CC=C2)B(O)O (benzofuran-2-boronic acid). Yield: 3.0%. RXN SMILES: Cl[C:2]1[CH:3]=[C:4]([C:9]2[N:13]3[CH:14]=[CH:15][C:16]([C:19]([OH:22])([CH3:21])[CH3:20])=[C:17]([F:18])[C:12]3=[N:11][CH:10]=2)[CH:5]=[CH:6][C:7]=1[F:8].[O:23]1[C:27]2[CH:28]=[CH:29][CH:30]=[CH:31][C:26]=2[CH:25]=[C:24]1B(O)O>>[O:23]1[C:27]2[CH:28]=[CH:29][CH:30]=[CH:31][C:26]=2[CH:25]=[C:24]1[C:2]1[CH:3]=[C:4]([C:9]2[N:13]3[CH:14]=[CH:15][C:16]([C:19]([OH:22])([CH3:21])[CH3:20])=[C:17]([F:18])[C:12]3=[N:11][CH:10]=2)[CH:5]=[CH:6][C:7]=1[F:8]. The reactants are C1=CC=C(C=C1)N, C1=CC=C(C(=C1)[N+](=O)[O-])Br. The reagents and catalysts are C(=O)([O-])[O-].[Cs+].[Cs+], C1=CC=C(C=C1)P(C2=CC=CC=C2)C3=C(C4=CC=CC=C4C=C3)C5=C(C=CC6=CC=CC=C65)P(C7=CC=CC=C7)C8=CC=CC=C8, C1=CC=C(C=C1)/C=C/C(=O)/C=C/C2=CC=CC=C2.C1=CC=C(C=C1)/C=C/C(=O)/C=C/C2=CC=CC=C2.C1=CC=C(C=C1)/C=C/C(=O)/C=C/C2=CC=CC=C2.[Pd].[Pd]. The solvent is CC1=CC=CC=C1. Run at temperature 100 celsius. Yields the product C1=CC=C(C=C1)NC2=CC=CC=C2[N+](=O)[O-]. Yield: 84.9%. Procedure details: A 200 mL roundbottom flask was charged with 1-bromo-2-nitrobenzene (Alfa Aesar; 2.10 g, 10.40 mmol), Pd2(dba)3 (Aldrich; 119.6 mg, 2.5 mol%), racemic BINAP (Strem; 197.8 mg, 3.1 mol%), and cesium carbonate (Aldrich; 4.87 g, 14.95 mmol). The flask was evacuated and backfilled with N2 (3x), and then anhydrous toluene (20 mL) was added. Aniline (Acros; 1.20 mL, 13.2 mmol) was added followed by additional toluene (30 mL), and the mixture was allowed to stir at room temperature for 5 minutes before b...